From a dataset of the Open Reaction Database (ORD), a public repository of structured organic reaction records. describe an organic reaction: reactants, conditions, products, and yield Starting materials: C(C)C=1C=C(C(=N)NO)C=C(N1)C (2-ethyl-N-hydroxy-6-methyl-isonicotinamidine), C(C)C=1C=C(C(=O)O)C=C(C1O)C (3-ethyl-4-hydroxy-5-methyl-benzoic acid). Product: C(C)C1=C(C(=CC(=C1)C1=NC(=NO1)C1=CC(=NC(=C1)C)CC)C)O (2-Ethyl-4-[3-(2-ethyl-6-methyl-pyridin-4-yl)-[1,2,4]oxadiazol-5-yl]-6-methyl-phenol). As a reaction SMILES: [CH2:1]([C:3]1[CH:4]=[C:5]([CH:10]=[C:11]([CH3:13])[N:12]=1)[C:6]([NH:8][OH:9])=[NH:7])[CH3:2].[CH2:14]([C:16]1[CH:17]=[C:18]([CH:22]=[C:23]([CH3:26])[C:24]=1[OH:25])[C:19](O)=O)[CH3:15]>>[CH2:14]([C:16]1[CH:17]=[C:18]([C:19]2[O:9][N:8]=[C:6]([C:5]3[CH:10]=[C:11]([CH3:13])[N:12]=[C:3]([CH2:1][CH3:2])[CH:4]=3)[N:7]=2)[CH:22]=[C:23]([CH3:26])[C:24]=1[OH:25])[CH3:15]. Procedure details: 2-Ethyl-4-[3-(2-ethyl-6-methyl-pyridin-4-yl)-[1,2,4]oxadiazol-5-yl]-6-methyl-phenol is prepared in analogy to Example 10 by coupling and cyclising 2-ethyl-N-hydroxy-6-methyl-isonicotinamidine with 3-ethyl-4-hydroxy-5-methyl-benzoic acid; LC-MS: tR=0.83 min; [M+1]+=324.15. As a reaction SMILES: [B:1]([OH:2])([OH:3])[c:4]1[cH:5][cH:6][c:7]([CH2:8][CH:9]([NH2:10])[C:11](=[O:12])[OH:13])[cH:14][cH:15]1.[Br:16][c:17]1[c:18](=[O:26])[n:19]([CH3:25])[n:20][cH:21][c:22]1[O:23][CH3:24].[CH3:34][C:35]#[N:36].[CH3:37][OH:38].[ClH:33].[Na+:27].[Na+:28].[O-:29][C:30](=[O:31])[O-:32]>>[c:4]1(-[c:17]2[c:18](=[O:26])[n:19]([CH3:25])[n:20][cH:21][c:22]2[O:23][CH3:24])[cH:5][cH:6][c:7]([CH2:8][CH:9]([NH2:10])[C:11](=[O:12])[OH:13])[cH:14][cH:15]1. Yields the product COc1cnn(C)c(=O)c1-c1ccc(CC(N)C(=O)O)cc1. Reactants: NC(Cc1ccc(B(O)O)cc1)C(=O)O, COc1cnn(C)c(=O)c1Br, CC#N, CO, Cl, [Na+], [Na+], O=C([O-])[O-]. Starting materials: O (water), S1C(=CC=C1)CC#N (2-thiopheneacetonitrile), BrC(C)C (2-bromopropane), [OH-].[K+] (KOH). Solvent: CS(=O)C (DMSO). The product is CC(C(C#N)C=1SC=CC1)C (3-methyl-2-(2-thienyl)butanenitrile). The yield is 71.8%. As a reaction SMILES: [S:1]1[CH:5]=[CH:4][CH:3]=[C:2]1[CH2:6][C:7]#[N:8].Br[CH:10]([CH3:12])[CH3:11].[OH-].[K+].O>CS(C)=O>[CH3:11][CH:10]([CH3:12])[CH:6]([C:2]1[S:1][CH:5]=[CH:4][CH:3]=1)[C:7]#[N:8] |f:2.3|. Reported procedure: 47.6 g (0.39 mol) of 2-thiopheneacetonitrile and 57.0 g (0.46 mol) of 2-bromopropane were dissolved in 100 ml of DMSO, and a 50% KOH aqueous solution was added dropwise to the solution. After completion of the reaction, water was added, and the mixture was extracted with toluene. After washing with brine and an aqueous saturated ammonium chloride, the mixture was dried over magnesium sulfate and evaporated, to give a crude product. The crude product was subjected to distillation under a reduced ... The reactants are C(C1=CC=CC=C1)(=O)Cl (benzoyl chloride), C(CC)O[C@H]1[C@@H](O[C@@H]([C@H]1O)CO)N1C(=O)N=C(N)C=C1 (2'-O-propylcytidine), C(CC)O[C@H]1[C@@H](O[C@@H]([C@H]1O)CO)N1C(=O)N=C(N)C=C1 (2'-O-Propylcytidine), C[Si](C)(C)Cl (trimethylsilyl chloride), [NH4+].[OH-] (NH4OH). Solvent: N1=CC=CC=C1 (pyridine), O (H2O). Run at time 30 minute. The product is C(C1=CC=CC=C1)(=O)NC1=NC(N([C@H]2[C@H](OCCC)[C@H](O)[C@@H](CO)O2)C=C1)=O (N4-Benzoyl-2'-O-propylcytidine). Reaction SMILES: [CH2:1]([O:4][C@@H:5]1[C@H:9]([OH:10])[C@@H:8]([CH2:11][OH:12])[O:7][C@H:6]1[N:13]1[CH:20]=[CH:19][C:17]([NH2:18])=[N:16][C:14]1=[O:15])[CH2:2][CH3:3].C[Si](Cl)(C)C.[C:26](Cl)(=[O:33])[C:27]1[CH:32]=[CH:31][CH:30]=[CH:29][CH:28]=1.[NH4+].[OH-]>O.N1C=CC=CC=1>[C:26]([NH:18][C:17]1[CH:19]=[CH:20][N:13]([C@@H:6]2[O:7][C@H:8]([CH2:11][OH:12])[C@@H:9]([OH:10])[C@H:5]2[O:4][CH2:1][CH2:2][CH3:3])[C:14](=[O:15])[N:16]=1)(=[O:33])[C:27]1[CH:32]=[CH:31][CH:30]=[CH:29][CH:28]=1 |f:3.4|. Procedure: To the 2'-O-propylcytidine reaction mixture of Example 82 in an ice bath was added pyridine (60 ml) and trimethylsilyl chloride (60 ml). The reaction was stirred for 30 mins followed by the addition of benzoyl chloride (55 ml). The resulting reaction mixture was stirred for 2.5 hrs and then cooled in an ice bath. H2O (100 ml) and conc. NH4OH (100 ml) were added. After stirring for 30 mins, the reaction mixture was evaporated and the residue partition between H2O and CH2Cl2. The organic phase was... The reactants are C(C)OC(CC=1C=C(C(=CC1)OC)C1=C(C=C(C=C1)C(F)(F)F)CSC1=CC=CC=C1)=O ((6-methoxy-2′-phenylsulfanylmethyl-4′-trifluoromethyl-biphenyl-3-yl)-acetic acid ethyl ester), [OH-].[Li+] (lithium hydroxide). Solvent: CO (MeOH). Conditions: temperature 65 celsius, time 8 hour. Product: COC1=CC=C(C=C1C1=C(C=C(C=C1)C(F)(F)F)CSC1=CC=CC=C1)CC(=O)O ((6-Methoxy-2′-phenylsulfanylmethyl-4′-trifluoromethyl-biphenyl-3-yl)-acetic acid). As a reaction SMILES: C([O:3][C:4](=[O:32])[CH2:5][C:6]1[CH:7]=[C:8]([C:14]2[CH:19]=[CH:18][C:17]([C:20]([F:23])([F:22])[F:21])=[CH:16][C:15]=2[CH2:24][S:25][C:26]2[CH:31]=[CH:30][CH:29]=[CH:28][CH:27]=2)[C:9]([O:12][CH3:13])=[CH:10][CH:11]=1)C.[OH-].[Li+]>CO>[CH3:13][O:12][C:9]1[C:8]([C:14]2[CH:19]=[CH:18][C:17]([C:20]([F:23])([F:21])[F:22])=[CH:16][C:15]=2[CH2:24][S:25][C:26]2[CH:27]=[CH:28][CH:29]=[CH:30][CH:31]=2)=[CH:7][C:6]([CH2:5][C:4]([OH:32])=[O:3])=[CH:11][CH:10]=1 |f:1.2|. Reported procedure: To (6-methoxy-2′-phenylsulfanylmethyl-4′-trifluoromethyl-biphenyl-3-yl)-acetic acid ethyl ester (0.24 mmol) in MeOH was added lithium hydroxide (a spatula tip), and the reaction was stirred at 65° C. overnight. After acidic work-up, the crude material was purified by preparative HPLC to give the title compound. Product: O=C(O)Cc1ccccc1Nc1c(Cl)cccc1Cl. RXN SMILES: [Br-:10].[Br:17][c:18]1[c:19]([CH2:24][C:25](=[O:26])[O-:27])[cH:20][cH:21][cH:22][cH:23]1.[C:11](=[O:12])([O-:13])[O-:14].[CH3:41][S:42](=[O:43])[CH3:44].[Cl:29][c:30]1[cH:31][cH:32][cH:33][cH:34][c:35]1[CH2:36][C:37]([O-:38])=[O:39].[K+:15].[K+:16].[K+:28].[K+:40].[NH2:1][c:2]1[c:3]([Cl:4])[cH:5][cH:6][cH:7][c:8]1[Cl:9]>>[NH:1]([c:2]1[c:3]([Cl:4])[cH:5][cH:6][cH:7][c:8]1[Cl:9])[c:18]1[c:19]([CH2:24][C:25](=[O:26])[OH:27])[cH:20][cH:21][cH:22][cH:23]1. The reactants are [Br-], O=C([O-])Cc1ccccc1Br, O=C([O-])[O-], CS(C)=O, O=C([O-])Cc1ccccc1Cl, [K+], [K+], [K+], [K+], Nc1c(Cl)cccc1Cl. The reactants are [H-].[Li+].[Al+3].[H-].[H-].[H-] (aluminum lithium hydride), [Cl-].[Al+3].[Cl-].[Cl-] (aluminum chloride), FC(C(CC(=O)C1=CC=C(C=C1)OC)CCCC)(F)F (4-(3-trifluoromethylheptanoyl)anisole), S(O)(O)(=O)=O (sulfuric acid), resultant mixture. The solvent is C(C)OCC (diethyl ether), C(C)OCC (diethyl ether), C(C)OCC (diethyl ether). Yields the product FC(C(CCC1=CC=C(C=C1)OC)CCCC)(F)F (4-(3-trifluoromethylheptyl)anisole). The yield is 100.7%. As a reaction SMILES: [H-].[Li+].[Al+3].[H-].[H-].[H-].[Cl-].[Al+3].[Cl-].[Cl-].[F:11][C:12]([F:30])([F:29])[CH:13]([CH2:25][CH2:26][CH2:27][CH3:28])[CH2:14][C:15]([C:17]1[CH:22]=[CH:21][C:20]([O:23][CH3:24])=[CH:19][CH:18]=1)=O.S(=O)(=O)(O)O>C(OCC)C>[F:11][C:12]([F:29])([F:30])[CH:13]([CH2:25][CH2:26][CH2:27][CH3:28])[CH2:14][CH2:15][C:17]1[CH:22]=[CH:21][C:20]([O:23][CH3:24])=[CH:19][CH:18]=1 |f:0.1.2.3.4.5,6.7.8.9|. Procedure: To a mixture of 0.1 g of aluminum lithium hydride and 2.5 ml of dry diethyl ether, 0.275 g of aluminum chloride and 2.5 ml of dry diethyl ether were added under stirring. To the resultant mixture, a solution of 0.48 g of the above-prepared 4-(3-trifluoromethylheptanoyl)anisole in 2.5 ml of diethyl ether, followed by heat-refluxing for 30 minutes. After the reaction, 5 ml of 6N-sulfuric acid was added to the reaction mixture, followed by extraction with diethyl ether. The ether layer was dried wi...